Dataset: the Open Reaction Database (ORD), a public repository of structured organic reaction records. Task: describe an organic reaction: reactants, conditions, products, and yield Starting materials: COc1ccc(OC)c(N)c1, Clc1nc(Cl)c2ccccc2n1. The product is COc1ccc(OC)c(Nc2nc(Cl)nc3ccccc23)c1. Reaction SMILES: [CH3:13][O:14][c:15]1[c:16]([NH2:17])[cH:18][c:19]([O:22][CH3:23])[cH:20][cH:21]1.[Cl:1][c:2]1[n:3][c:4]2[cH:5][cH:6][cH:7][cH:8][c:9]2[c:10]([Cl:12])[n:11]1>>[Cl:1][c:2]1[n:3][c:4]2[cH:5][cH:6][cH:7][cH:8][c:9]2[c:10]([NH:17][c:16]2[c:15]([O:14][CH3:13])[cH:21][cH:20][c:19]([O:22][CH3:23])[cH:18]2)[n:11]1. Starting materials: [Br-], [Br-], [Br-], CC(=O)c1cc(OCc2ccccc2)cc2c1OCC(=O)N2, CCCC[N+](CCCC)(CCCC)CCCC, CCCC[N+](CCCC)(CCCC)CCCC, CCCC[N+](CCCC)(CCCC)CCCC, C1COCCO1, CO, O. The product is O=C1COc2c(cc(OCc3ccccc3)cc2C(=O)CBr)N1. As a reaction SMILES: [Br-:23].[Br-:24].[Br-:25].[C:1]([CH3:2])(=[O:3])[c:4]1[cH:5][c:6]([O:15][CH2:16][c:17]2[cH:18][cH:19][cH:20][cH:21][cH:22]2)[cH:7][c:8]2[c:13]1[O:12][CH2:11][C:10](=[O:14])[NH:9]2.[CH2:26]([N+:27]([CH2:28][CH2:29][CH2:30][CH3:31])([CH2:32][CH2:33][CH2:34][CH3:35])[CH2:36][CH2:37][CH2:38][CH3:39])[CH2:40][CH2:41][CH3:42].[CH2:43]([N+:44]([CH2:45][CH2:46][CH2:47][CH3:48])([CH2:49][CH2:50][CH2:51][CH3:52])[CH2:53][CH2:54][CH2:55][CH3:56])[CH2:57][CH2:58][CH3:59].[CH2:60]([N+:61]([CH2:62][CH2:63][CH2:64][CH3:65])([CH2:66][CH2:67][CH2:68][CH3:69])[CH2:70][CH2:71][CH2:72][CH3:73])[CH2:74][CH2:75][CH3:76].[CH2:78]1[O:79][CH2:80][CH2:81][O:82][CH2:83]1.[CH3:84][OH:85].[OH2:77]>>[C:1]([CH2:2][Br:23])(=[O:3])[c:4]1[cH:5][c:6]([O:15][CH2:16][c:17]2[cH:18][cH:19][cH:20][cH:21][cH:22]2)[cH:7][c:8]2[c:13]1[O:12][CH2:11][C:10](=[O:14])[NH:9]2. The reactants are C(C)(C)(C)OC([C@H](CC(C)C)NC(C1=CC(=C(C=C1)NC(C(C)C)C(C)C)NC(CC=1SC=CC1)=O)=O)=O ((S)-2-[4-(1-Isopropyl-2-methyl-propylamino)-3-(2-thiophen-2-yl-acetyl-amino)-benzoylamino]-4-methyl-pentanoic acid tert-butyl ester), Cl (hydrochloric acid). Yields the product C(C)(C)C(C(C)C)N1C(=NC2=C1C=CC(=C2)C(=O)N[C@H](C(=O)O)CC(C)C)CC=2SC=CC2 ((S)-2-{[1-(1-Isopropyl-2-methyl-propyl)-2-thiophen-2-ylmethyl-1H-benzoimidazole-5-carbonyl]-amino}-4-methyl-pentanoic acid). Yield: 4.3%. RXN SMILES: C([O:5][C:6](=[O:38])[C@@H:7]([NH:12][C:13](=[O:37])[C:14]1[CH:19]=[CH:18][C:17]([NH:20][CH:21]([CH:25]([CH3:27])[CH3:26])[CH:22]([CH3:24])[CH3:23])=[C:16]([NH:28][C:29](=O)[CH2:30][C:31]2[S:32][CH:33]=[CH:34][CH:35]=2)[CH:15]=1)[CH2:8][CH:9]([CH3:11])[CH3:10])(C)(C)C.Cl>>[CH:22]([CH:21]([N:20]1[C:17]2[CH:18]=[CH:19][C:14]([C:13]([NH:12][C@@H:7]([CH2:8][CH:9]([CH3:10])[CH3:11])[C:6]([OH:5])=[O:38])=[O:37])=[CH:15][C:16]=2[N:28]=[C:29]1[CH2:30][C:31]1[S:32][CH:33]=[CH:34][CH:35]=1)[CH:25]([CH3:26])[CH3:27])([CH3:24])[CH3:23]. Procedure: 80 mg of (S)-2-[4-(1-Isopropyl-2-methyl-propylamino)-3-(2-thiophen-2-yl-acetyl-amino)-benzoylamino]-4-methyl-pentanoic acid tert-butyl ester and 2 ml of hydrochloric acid (4M in dioxin) were heated in a microwave reactor for 2 min to 100° C. and for 15 min to 130° C. The reaction was then concentrated in vacuo and the resulting residue purified by HPLC to obtain 3 mg (4%) of (S)-2-{[1-(1-Isopropyl-2-methyl-propyl)-2-thiophen-2-ylmethyl-1H-benzoimidazole-5-carbonyl]-amino}-4-methyl-pentanoic acid... Starting materials: CC(CCCCCC)(C)C1=CC(=C(C=C1)C1CNCCC1)O (3-[4-(1,1-dimethylheptyl)-2-hydroxyphenyl]-piperidine), [H][H] (hydrogen), C=O (formaldehyde), Cl (hydrochloric acid). The reagents and catalysts are [Pd] (palladium-on-carbon). Product: CC(CCCCCC)(C)C1=CC(=C(C=C1)C1CN(CCC1)C)O (3-[4-(1,1-Dimethylheptyl)-2-hydroxyphenyl]-1-N-methylpiperidine). The yield is 90.0%. RXN SMILES: [CH3:1][C:2]([C:10]1[CH:15]=[CH:14][C:13]([CH:16]2[CH2:21][CH2:20][CH2:19][NH:18][CH2:17]2)=[C:12]([OH:22])[CH:11]=1)([CH3:9])[CH2:3][CH2:4][CH2:5][CH2:6][CH2:7][CH3:8].[CH2:23]=O.Cl.[H][H]>[Pd]>[CH3:9][C:2]([C:10]1[CH:15]=[CH:14][C:13]([CH:16]2[CH2:21][CH2:20][CH2:19][N:18]([CH3:23])[CH2:17]2)=[C:12]([OH:22])[CH:11]=1)([CH3:1])[CH2:3][CH2:4][CH2:5][CH2:6][CH2:7][CH3:8]. Reported procedure: A mixture of 600 mg. (1.98 mmoles) of 3-[4-(1,1-dimethylheptyl)-2-hydroxyphenyl]-piperidine, 0.78 ml. of 37% formaldehyde, 1.98 ml. of 1N hydrochloric acid and 150 mg. of 5% palladium-on-carbon is hydrogenated under 55 p.s.i. of hydrogen for 1.5 hours. The reaction mixture is filtered through diatomaceous earth and concentrated under reduced pressure. The residue is diluted with 75 ml. of saturated sodium bicarbonate and extracted with two 75 ml. portions of dichloromethane. The combined extract... Starting materials: BrCCCCCCBr, O=C([O-])[O-], CC#N, [K+], [K+], Oc1ccc(C2=NCCO2)cc1. Product: BrCCCCCCOc1ccc(C2=NCCO2)cc1. As a reaction SMILES: [Br:19][CH2:20][CH2:21][CH2:22][CH2:23][CH2:24][CH2:25][Br:26].[C:13](=[O:14])([O-:15])[O-:16].[CH3:27][C:28]#[N:29].[K+:17].[K+:18].[OH:1][c:2]1[cH:3][cH:4][c:5]([C:8]2=[N:12][CH2:11][CH2:10][O:9]2)[cH:6][cH:7]1>>[O:1]([c:2]1[cH:3][cH:4][c:5]([C:8]2=[N:12][CH2:11][CH2:10][O:9]2)[cH:6][cH:7]1)[CH2:25][CH2:24][CH2:23][CH2:22][CH2:21][CH2:20][Br:19]. Reaction SMILES: [CH3:37][OH:38].[Cl:1][c:2]1[cH:3][c:4]([CH:12]([C:13](=[O:14])[NH:15][c:16]2[n:17][cH:18][c:19]([C:22]#[C:23][C:24]3([OH:30])[CH2:25][CH2:26][O:27][CH2:28][CH2:29]3)[n:20][cH:21]2)[CH2:31][CH:32]2[CH2:33][CH2:34][CH2:35][CH2:36]2)[cH:5][cH:6][c:7]1[S:8](=[O:9])(=[O:10])[CH3:11]>>[Cl:1][c:2]1[cH:3][c:4]([CH:12]([C:13](=[O:14])[NH:15][c:16]2[n:17][cH:18][c:19]([CH2:22][CH2:23][C:24]3([OH:30])[CH2:25][CH2:26][O:27][CH2:28][CH2:29]3)[n:20][cH:21]2)[CH2:31][CH:32]2[CH2:33][CH2:34][CH2:35][CH2:36]2)[cH:5][cH:6][c:7]1[S:8](=[O:9])(=[O:10])[CH3:11]. The reactants are CO, CS(=O)(=O)c1ccc(C(CC2CCCC2)C(=O)Nc2cnc(C#CC3(O)CCOCC3)cn2)cc1Cl. The product is CS(=O)(=O)c1ccc(C(CC2CCCC2)C(=O)Nc2cnc(CCC3(O)CCOCC3)cn2)cc1Cl. Starting materials: O=C([O-])[O-], O=C(C=Cc1ccccc1)C=Cc1ccccc1, CC(C)c1cc(C(C)C)c(-c2ccccc2P(C2CCCCC2)C2CCCCC2)c(C(C)C)c1, O=C(C=Cc1ccccc1)C=Cc1ccccc1, O=C(C=Cc1ccccc1)C=Cc1ccccc1, [Cl-], CC(Oc1cc(Cl)nc(SCc2cccc(F)c2F)n1)C1COC(C)(C)O1, [Cs+], [Cs+], [NH4+], NS(=O)(=O)N1CCOCC1, C1COCCO1, [Pd], [Pd]. The product is CC(Oc1cc(NS(=O)(=O)N2CCOCC2)nc(SCc2cccc(F)c2F)n1)C1COC(C)(C)O1. As a reaction SMILES: [C:45](=[O:46])([O-:47])[O-:48].[CH:106](=[CH:107][C:108]([CH:109]=[CH:110][c:111]1[cH:112][cH:113][cH:114][cH:115][cH:116]1)=[O:117])[c:118]1[cH:119][cH:120][cH:121][cH:122][cH:123]1.[CH:11]1([P:12]([CH:13]2[CH2:14][CH2:15][CH2:16][CH2:17][CH2:18]2)[c:19]2[cH:20][cH:21][cH:22][cH:23][c:24]2-[c:25]2[c:26]([CH:27]([CH3:28])[CH3:29])[cH:30][c:31]([CH:32]([CH3:33])[CH3:34])[cH:35][c:36]2[CH:37]([CH3:38])[CH3:39])[CH2:40][CH2:41][CH2:42][CH2:43][CH2:44]1.[CH:124](=[CH:125][C:126]([CH:127]=[CH:128][c:129]1[cH:130][cH:131][cH:132][cH:133][cH:134]1)=[O:135])[c:136]1[cH:137][cH:138][cH:139][cH:140][cH:141]1.[CH:88](=[CH:89][C:90]([CH:91]=[CH:92][c:93]1[cH:94][cH:95][cH:96][cH:97][cH:98]1)=[O:99])[c:100]1[cH:101][cH:102][cH:103][cH:104][cH:105]1.[Cl-:78].[Cl:51][c:52]1[n:53][c:54]([S:68][CH2:69][c:70]2[c:71]([F:77])[c:72]([F:76])[cH:73][cH:74][cH:75]2)[n:55][c:56]([O:58][CH:59]([CH3:60])[CH:61]2[O:62][C:63]([CH3:66])([CH3:67])[O:64][CH2:65]2)[cH:57]1.[Cs+:49].[Cs+:50].[NH4+:79].[O:1]1[CH2:2][CH2:3][N:4]([S:7](=[O:8])(=[O:9])[NH2:10])[CH2:5][CH2:6]1.[O:80]1[CH2:81][CH2:82][O:83][CH2:84][CH2:85]1.[Pd:86].[Pd:87]>>[O:1]1[CH2:2][CH2:3][N:4]([S:7](=[O:8])(=[O:9])[NH:10][c:52]2[n:53][c:54]([S:68][CH2:69][c:70]3[c:71]([F:77])[c:72]([F:76])[cH:73][cH:74][cH:75]3)[n:55][c:56]([O:58][CH:59]([CH3:60])[CH:61]3[O:62][C:63]([CH3:66])([CH3:67])[O:64][CH2:65]3)[cH:57]2)[CH2:5][CH2:6]1. Reactants: C1(=CC=CC=C1)SCCCCCCOC=1C=C2CCC(NC2=CC1)=O (6-(6-phenylmercapto-hexoxy)-3,4-dihydro-carbostyril), OO (hydrogen peroxide). The product is C1(=CC=CC=C1)S(=O)CCCCCCOC=1C=C2CCC(NC2=CC1)=O (6-(6-Phenylsulfinyl-hexoxy)-3,4-dihydro-carbostyril). Reaction SMILES: [C:1]1([S:7][CH2:8][CH2:9][CH2:10][CH2:11][CH2:12][CH2:13][O:14][C:15]2[CH:16]=[C:17]3[C:22](=[CH:23][CH:24]=2)[NH:21][C:20](=[O:25])[CH2:19][CH2:18]3)[CH:6]=[CH:5][CH:4]=[CH:3][CH:2]=1.[OH:26]O>>[C:1]1([S:7]([CH2:8][CH2:9][CH2:10][CH2:11][CH2:12][CH2:13][O:14][C:15]2[CH:16]=[C:17]3[C:22](=[CH:23][CH:24]=2)[NH:21][C:20](=[O:25])[CH2:19][CH2:18]3)=[O:26])[CH:6]=[CH:5][CH:4]=[CH:3][CH:2]=1. Procedure: Prepared analogous to Example 2 from 6-(6-phenylmercapto-hexoxy)-3,4-dihydro-carbostyril and hydrogen peroxide. Reactants: CN(C)CCCO, Nc1cc(F)c(F)cc1[N+](=O)[O-], [H-], [Na+], C1CCOC1, O. Yields the product CN(C)CCCOc1cc(N)c([N+](=O)[O-])cc1F. As a reaction SMILES: [CH3:1][N:2]([CH2:3][CH2:4][CH2:5][OH:6])[CH3:7].[F:10][c:11]1[cH:12][c:13]([N+:19](=[O:20])[O-:21])[c:14]([NH2:15])[cH:16][c:17]1[F:18].[H-:8].[Na+:9].[O:23]1[CH2:24][CH2:25][CH2:26][CH2:27]1.[OH2:22]>>[CH3:1][N:2]([CH2:3][CH2:4][CH2:5][O:6][c:17]1[c:11]([F:10])[cH:12][c:13]([N+:19](=[O:20])[O-:21])[c:14]([NH2:15])[cH:16]1)[CH3:7].